From a dataset of the Open Reaction Database (ORD), a public repository of structured organic reaction records. describe an organic reaction: reactants, conditions, products, and yield Reactants: BrC=1C(=CC2=C(C1)C=1N=C(SC1C(CO2)=O)C(=O)OCC)F (Ethyl 9-bromo-8-fluoro-4-oxo-[1]benzoxepino[5,4-d]thiazole-2-carboxylate), C(C)(C)[Mg]Br (isopropylmagnesium bromide), OC1(COC2=C(C=3N=C(SC13)C(=O)N)C=C(C=C2)C#CC(C)(C)O)C (4-Hydroxy-9-(3-hydroxy-3-methyl-but-1-ynyl)-4-methyl-4,5-dihydro-6-oxa-3-thia-1-aza-benzo {e}azulene-2-carboxylic amide). The product is BrC=1C(=CC2=C(C1)C=1N=C(SC1C(CO2)(C(C)C)O)C(=O)OCC)F (ethyl 9-bromo-8-fluoro-4-hydroxy-4-isopropyl-5H-[1]benzoxepino[5,4-d]thiazole-2-carboxylate). RXN SMILES: [Br:1][C:2]1[C:3]([F:22])=[CH:4][C:5]2[O:15][CH2:14][C:13](=[O:16])[C:12]3[S:11][C:10]([C:17]([O:19][CH2:20][CH3:21])=[O:18])=[N:9][C:8]=3[C:6]=2[CH:7]=1.[CH:23]([Mg]Br)([CH3:25])[CH3:24].OC1(C)C2SC(C(N)=O)=NC=2C2C=C(C#CC(O)(C)C)C=CC=2OC1>>[Br:1][C:2]1[C:3]([F:22])=[CH:4][C:5]2[O:15][CH2:14][C:13]([OH:16])([CH:23]([CH3:25])[CH3:24])[C:12]3[S:11][C:10]([C:17]([O:19][CH2:20][CH3:21])=[O:18])=[N:9][C:8]=3[C:6]=2[CH:7]=1. Procedure details: Ethyl 9-bromo-8-fluoro-4-oxo-[1]benzoxepino[5,4-d]thiazole-2-carboxylate (133 mg) was reacted with isopropylmagnesium bromide similarly to as described in the synthesis of 4-Hydroxy-9-(3-hydroxy-3-methyl-but-1-ynyl)-4-methyl-4,5-dihydro-6-oxa-3-thia-1-aza-benzo {e}azulene-2-carboxylic amide with non-critical modifications to afford ethyl 9-bromo-8-fluoro-4-hydroxy-4-isopropyl-5H-[1]benzoxepino[5,4-d]thiazole-2-carboxylate. Ethyl 9-bromo-8-fluoro-4-hydroxy-4-isopropyl-5H-[1]benzoxepino[5,4-d]thia... Starting materials: [Br-], C1CCOC1, C[Mg+], CCOCC, N#Cc1ccc(C(=O)c2cn(C(c3ccccc3)(c3ccccc3)c3ccccc3)cn2)cc1F. The product is CC(O)(c1ccc(C#N)c(F)c1)c1cn(C(c2ccccc2)(c2ccccc2)c2ccccc2)cn1. Reaction SMILES: [Br-:36].[CH2:39]1[O:40][CH2:41][CH2:42][CH2:43]1.[CH3:37][Mg+:38].[CH3:44][CH2:45][O:46][CH2:47][CH3:48].[c:1]1([C:7]([n:8]2[cH:9][n:10][c:11]([C:13](=[O:14])[c:15]3[cH:16][c:17]([F:23])[c:18]([C:21]#[N:22])[cH:19][cH:20]3)[cH:12]2)([c:24]2[cH:25][cH:26][cH:27][cH:28][cH:29]2)[c:30]2[cH:31][cH:32][cH:33][cH:34][cH:35]2)[cH:2][cH:3][cH:4][cH:5][cH:6]1>>[c:1]1([C:7]([n:8]2[cH:9][n:10][c:11]([C:13]([OH:14])([c:15]3[cH:16][c:17]([F:23])[c:18]([C:21]#[N:22])[cH:19][cH:20]3)[CH3:37])[cH:12]2)([c:24]2[cH:25][cH:26][cH:27][cH:28][cH:29]2)[c:30]2[cH:31][cH:32][cH:33][cH:34][cH:35]2)[cH:2][cH:3][cH:4][cH:5][cH:6]1.